This data is from the Open Reaction Database (ORD), a public repository of structured organic reaction records. The task is: describe an organic reaction: reactants, conditions, products, and yield Starting materials: C1(CCCCC1)NC(=O)C=1C=NN(C1SC1CCCC1)C1=CC=C(C(=O)OC)C=C1 (methyl 4-[4-(cyclohexylcarbamoyl)-5-cyclopentylsulfanyl-pyrazol-1-yl]benzoate), cycloheptylthiol, ClC1=C(C=NN1C1=CC=C(C(=O)OC)C=C1)C(NC1CCCCC1)=O (methyl 4-[5-chloro-4-(cyclohexylcarbamoyl)pyrazol-1-yl]benzoate), ClC1=C(C=NN1C1=CC=C(C(=O)OC)C=C1)C(NC1CCCCC1)=O (methyl 4-[5-chloro-4-(cyclohexylcarbamoyl)pyrazol-1-yl]benzoate). Product: C1(CCCCCC1)SC1=C(C=NN1C1=CC=C(C(=O)OC)C=C1)C(NC1CCCCC1)=O (Methyl 4-[5-cycloheptylsulfanyl-4-(cyclohexylcarbamoyl)pyrazol-1-yl]benzoate). As a reaction SMILES: Cl[C:2]1N(C2C=CC(C(OC)=O)=CC=2)N=C[C:3]=1C(=O)NC1CCCCC1.[CH:26]1([NH:32][C:33]([C:35]2[CH:36]=[N:37][N:38]([C:46]3[CH:55]=[CH:54][C:49]([C:50]([O:52][CH3:53])=[O:51])=[CH:48][CH:47]=3)[C:39]=2[S:40][CH:41]2[CH2:45][CH2:44][CH2:43][CH2:42]2)=[O:34])[CH2:31][CH2:30][CH2:29][CH2:28][CH2:27]1>>[CH:41]1([S:40][C:39]2[N:38]([C:46]3[CH:55]=[CH:54][C:49]([C:50]([O:52][CH3:53])=[O:51])=[CH:48][CH:47]=3)[N:37]=[CH:36][C:35]=2[C:33](=[O:34])[NH:32][CH:26]2[CH2:31][CH2:30][CH2:29][CH2:28][CH2:27]2)[CH2:42][CH2:43][CH2:3][CH2:2][CH2:44][CH2:45]1. Procedure details: Methyl 4-[5-cycloheptylsulfanyl-4-(cyclohexylcarbamoyl)pyrazol-1-yl]benzoate was prepared from cycloheptylthiol and methyl 4-[5-chloro-4-(cyclohexylcarbamoyl)pyrazol-1-yl]benzoate (Intermediate #15) by the same process used for Intermediate #96. Reactants: NC1=C2C(OC(C2=CC=C1)=O)=O (4-amino-isobenzofuran-1,3-dione), C(C)OC(=O)C=P(C1=CC=CC=C1)(C1=CC=CC=C1)C1=CC=CC=C1 ((ethoxy-carbonylmethylene)-triphenylphosphorane). Run in O1CCCC1 (tetrahydrofuran). Product: NC1=C2C(OC(C2=CC=C1)=CC(=O)OCC)=O (ethyl (4-amino-3-oxo-3H-isobenzofuran-1-ylidene)-acetate). As a reaction SMILES: [NH2:1][C:2]1[CH:10]=[CH:9][CH:8]=[C:7]2[C:3]=1[C:4](=[O:12])[O:5][C:6]2=O.[CH2:13]([O:15][C:16]([CH:18]=P(C1C=CC=CC=1)(C1C=CC=CC=1)C1C=CC=CC=1)=[O:17])[CH3:14]>O1CCCC1>[NH2:1][C:2]1[CH:10]=[CH:9][CH:8]=[C:7]2[C:3]=1[C:4](=[O:12])[O:5][C:6]2=[CH:18][C:16]([O:15][CH2:13][CH3:14])=[O:17]. Procedure: 500 mg (3.1 mmol) 4-amino-isobenzofuran-1,3-dione and 1.13 g (3.1 mmol) (ethoxy-carbonylmethylene)-triphenylphosphorane are dissolved in 5 ml of tetrahydrofuran (THF) and refluxed for 3 h. Then the solvent is eliminated in vacuo. The crude product is purified by column chromatography. The carrier used is silica gel and the eluant used is a mixture of cyclohexane:ethyl acetate (75:25). Reaction SMILES: [F:1][C:2]1[CH:7]=[CH:6][C:5]([NH2:8])=[CH:4][CH:3]=1.[Li+].C[Si]([N-][Si](C)(C)C)(C)C.F[C:20]1[CH:25]=[C:24]([F:26])[CH:23]=[CH:22][C:21]=1[N+:27]([O-:29])=[O:28]>C1COCC1>[F:26][C:24]1[CH:23]=[CH:22][C:21]([N+:27]([O-:29])=[O:28])=[C:20]([NH:8][C:5]2[CH:6]=[CH:7][C:2]([F:1])=[CH:3][CH:4]=2)[CH:25]=1 |f:1.2|. Starting materials: [Li+].C[Si](C)(C)[N-][Si](C)(C)C (LiHMDS), FC1=C(C=CC(=C1)F)[N+](=O)[O-] (2,4-difluoronitrobenzene), FC1=CC=C(C=C1)N (4-Fluorophenylamine). Procedure details: 4-Fluorophenylamine (1.47 g, 13.19 mmol) was dissolved in THF (20 mL) and cooled to −70° C., under an atmosphere of nitrogen. A solution of 1M LiHMDS in THF (25.14 mL, 25.14 mmol) was added dropwise and the mixture stirred at −70° C., under an atmosphere of nitrogen for 15 minutes. A solution of 2,4-difluoronitrobenzene (2.0 g, 12.57 mmol) in THF (10 mL) was added dropwise to the mixture, at −70° C. and the resultant purple solution stirred at −70° C. for 30 min. The reaction mixture was quenche... The yield is 93.5%. The solvent is C1CCOC1 (THF), C1CCOC1 (THF), C1CCOC1 (THF). Product: FC=1C=CC(=C(C1)NC1=CC=C(C=C1)F)[N+](=O)[O-] ((5-Fluoro-2-nitrophenyl)-(4-fluorophenyl)amine). Run at temperature -70 celsius, time 15 minute. The reactants are C(C)(=O)[O-].[Na+] (Sodium acetate), N(=O)[O-].[Na+] (sodium nitrite), C(CC)(=O)O (propionic acid), Cl (hydrochloric acid), amine, CN(C1=CC=CC=C1)CCC(=O)O (N-methyl-N-(2-carboxyethyl)aniline), Cl (hydrochloric acid), [N+](=O)([O-])C1=C(N)C=CC(=C1)CCCCCCCCCCCC (2-Nitro-4-dodecylaniline). Run in O (water), C(C)(=O)O (acetic acid). Run at temperature 0 celsius, time 0.5 hour. Yields the product [N+](=O)([O-])C1=C(C=CC(=C1)CCCCCCCCCCCC)N=NC1=CC=C(N(CCC(=O)O)C)C=C1 (4-(2-nitro-4-dodecylphenylazo)-N-methyl-N-(2-[hydroxycarbonyl]ethyl)aniline). The yield is 4.0%. As a reaction SMILES: [N+:1]([C:4]1[CH:10]=[C:9]([CH2:11][CH2:12][CH2:13][CH2:14][CH2:15][CH2:16][CH2:17][CH2:18][CH2:19][CH2:20][CH2:21][CH3:22])[CH:8]=[CH:7][C:5]=1[NH2:6])([O-:3])=[O:2].C(O)(=O)CC.Cl.[N:29]([O-])=O.[Na+].[CH3:33][N:34]([CH2:41][CH2:42][C:43]([OH:45])=[O:44])[C:35]1[CH:40]=[CH:39][CH:38]=[CH:37][CH:36]=1.C([O-])(=O)C.[Na+]>C(O)(=O)C.O>[N+:1]([C:4]1[CH:10]=[C:9]([CH2:11][CH2:12][CH2:13][CH2:14][CH2:15][CH2:16][CH2:17][CH2:18][CH2:19][CH2:20][CH2:21][CH3:22])[CH:8]=[CH:7][C:5]=1[N:6]=[N:29][C:38]1[CH:39]=[CH:40][C:35]([N:34]([CH3:33])[CH2:41][CH2:42][C:43]([OH:45])=[O:44])=[CH:36][CH:37]=1)([O-:3])=[O:2] |f:3.4,6.7|. Procedure details: 2-Nitro-4-dodecylaniline (3.06g) was dissolved in acetic acid (15ml) and propionic acid (15ml) and warmed whilst dilute hydrochloric acid (5ml) was added. The mixture was cooled to 0° C. and sodium nitrite (0.7g) was added at 0° C. The diazotised amine was then added to N-methyl-N-(2-carboxyethyl)aniline (1.79g) in water (100 ml) with dilute hydrochloric acid (3ml). Sodium acetate was added until colour developed and the mixture was stirred for 0.5 hours. The crude product was recrystallised fro... Run in C(C)(=O)OCC (ethyl acetate). The reactants are CN1CCNCC1 (N-Methylpiperazine), ClCC=1C=C(C(=O)NC=2C=C(C(=O)NC3=CC(=CC=C3)N3CCOCC3)C=CC2C)C=CC1 (3-(3-chloromethylbenzamido)-4-methyl-N-(3-morpholinophenyl)benzamide), C([O-])([O-])=O.[K+].[K+] (potassium carbonate), CC(=O)C (acetone), resultant mixture. Conditions: temperature 60 celsius. The yield is 41.6%. The product is CC1=C(C=C(C(=O)NC2=CC(=CC=C2)N2CCOCC2)C=C1)NC(C1=CC(=CC=C1)CN1CCN(CC1)C)=O (4-methyl-3-[3-(4-methylpiperazin-1-ylmethyl)benzamido]-N-(3-morpholinophenyl)benzamide). As a reaction SMILES: [CH3:1][N:2]1[CH2:7][CH2:6][NH:5][CH2:4][CH2:3]1.Cl[CH2:9][C:10]1[CH:11]=[C:12]([CH:38]=[CH:39][CH:40]=1)[C:13]([NH:15][C:16]1[CH:17]=[C:18]([CH:34]=[CH:35][C:36]=1[CH3:37])[C:19]([NH:21][C:22]1[CH:27]=[CH:26][CH:25]=[C:24]([N:28]2[CH2:33][CH2:32][O:31][CH2:30][CH2:29]2)[CH:23]=1)=[O:20])=[O:14].C(=O)([O-])[O-].[K+].[K+].CC(C)=O>C(OCC)(=O)C>[CH3:37][C:36]1[CH:35]=[CH:34][C:18]([C:19]([NH:21][C:22]2[CH:27]=[CH:26][CH:25]=[C:24]([N:28]3[CH2:29][CH2:30][O:31][CH2:32][CH2:33]3)[CH:23]=2)=[O:20])=[CH:17][C:16]=1[NH:15][C:13](=[O:14])[C:12]1[CH:38]=[CH:39][CH:40]=[C:10]([CH2:9][N:5]2[CH2:6][CH2:7][N:2]([CH3:1])[CH2:3][CH2:4]2)[CH:11]=1 |f:2.3.4|. Reported procedure: N-Methylpiperazine (0.036 g) was added to a mixture of 3-(3-chloromethylbenzamido)-4-methyl-N-(3-morpholinophenyl)benzamide (0.15 g), potassium carbonate (0.09 g) and acetone (5 ml) and the resultant mixture was stirred and heated to 60° C. for 16 hours. The mixture was evaporated and the residue was partitioned between methylene chloride and a saturated aqueous sodium bicarbonate solution. The organic phase was dried over magnesium sulphate and evaporated. The residue was purified by column chr... The reactants are ClC1=C(C(=CC=C1)Cl)C1=NOC(=C1COC1=CC(=C(C=C1)NS(=O)(=O)C=1C=C(C(=O)OC)C=CC1)C)C(C)C (methyl 3-{[(4-{[3-(2,6-dichlorophenyl)-5-isopropylisoxazol-4-yl]methoxy}-2-methylphenyl)amino]sulfonyl}benzoate), C([O-])([O-])=O.[Cs+].[Cs+] (cesium carbonate), CI (methyl iodide), O (Water). Solvent: CN(C=O)C (dimethylformamide). Yields the product ClC1=C(C(=CC=C1)Cl)C1=NOC(=C1COC1=CC(=C(C=C1)N(S(=O)(=O)C=1C=C(C(=O)OC)C=CC1)C)C)C(C)C (Methyl 3-{[(4-{[3-(2,6-dichlorophenyl)-5-isopropylisoxazol-4-yl]methoxy}-2-methylphenyl)(methyl)amino]sulfonyl}benzoate). RXN SMILES: [Cl:1][C:2]1[CH:7]=[CH:6][CH:5]=[C:4]([Cl:8])[C:3]=1[C:9]1[C:13]([CH2:14][O:15][C:16]2[CH:21]=[CH:20][C:19]([NH:22][S:23]([C:26]3[CH:27]=[C:28]([CH:33]=[CH:34][CH:35]=3)[C:29]([O:31][CH3:32])=[O:30])(=[O:25])=[O:24])=[C:18]([CH3:36])[CH:17]=2)=[C:12]([CH:37]([CH3:39])[CH3:38])[O:11][N:10]=1.[C:40](=O)([O-])[O-].[Cs+].[Cs+].CI.O>CN(C)C=O>[Cl:8][C:4]1[CH:5]=[CH:6][CH:7]=[C:2]([Cl:1])[C:3]=1[C:9]1[C:13]([CH2:14][O:15][C:16]2[CH:21]=[CH:20][C:19]([N:22]([CH3:40])[S:23]([C:26]3[CH:27]=[C:28]([CH:33]=[CH:34][CH:35]=3)[C:29]([O:31][CH3:32])=[O:30])(=[O:24])=[O:25])=[C:18]([CH3:36])[CH:17]=2)=[C:12]([CH:37]([CH3:39])[CH3:38])[O:11][N:10]=1 |f:1.2.3|. Reported procedure: A solution of methyl 3-{[(4-{[3-(2,6-dichlorophenyl)-5-isopropylisoxazol-4-yl]methoxy}-2-methylphenyl)amino]sulfonyl}benzoate (32 mg, 56 μmol) in dimethylformamide (560 μL) was stirred with cesium carbonate (91 mg, 280 μmol) and methyl iodide (17.3 μL, 280 μmol) at 80° C. in a sealed vial. Water (2 mL) was added and the product was extracted with 50% ethyl acetate/hexanes. Yield=31 mg 94%) of methyl 3-{[(4-{[3-(2,6-dichlorophenyl)-5-isopropylisoxazol-4-yl]methoxy}-2-methylphenyl)(methyl)amino]su... Starting materials: C(C)(=O)C1=C(C(N(N=C1C1=CC=CC=C1)CC)=O)[N+](=O)[O-] (5-acetyl-2-ethyl-4-nitro-6-phenylpyridazin-3(2H)-one), NC1=NC=CC=C1C (2-amino-3-methylpyridine). Solvent: C(C)O (ethanol). Conditions: time 5 day. The product is C(C)(=O)C1=C(C(N(N=C1C1=CC=CC=C1)CC)=O)NC1=NC=CC=C1C (5-Acetyl-2-ethyl-4-[(3-methylpyridin-2-yl)amino]-6-phenylpyridazin-3(2H)-one). Isolated yield 26.8%. Reaction SMILES: [C:1]([C:4]1[C:9]([C:10]2[CH:15]=[CH:14][CH:13]=[CH:12][CH:11]=2)=[N:8][N:7]([CH2:16][CH3:17])[C:6](=[O:18])[C:5]=1[N+:19]([O-])=O)(=[O:3])[CH3:2].N[C:23]1[C:28]([CH3:29])=[CH:27][CH:26]=[CH:25][N:24]=1>C(O)C>[C:1]([C:4]1[C:9]([C:10]2[CH:15]=[CH:14][CH:13]=[CH:12][CH:11]=2)=[N:8][N:7]([CH2:16][CH3:17])[C:6](=[O:18])[C:5]=1[NH:19][C:23]1[C:28]([CH3:29])=[CH:27][CH:26]=[CH:25][N:24]=1)(=[O:3])[CH3:2]. Procedure: To a stirred solution of 80 mg (0.278 mmol) of 5-acetyl-2-ethyl-4-nitro-6-phenylpyridazin-3(2H)-one (Dal Piaz, V et al, J. Med. Chem. 1997, 40, 1417) in ethanol (4 mL), 2-amino-3-methylpyridine (45 mg, 0.417 mmol) was added portionwise. The resulting mixture was stirred at room temperature for five days. The solvent was evaporated and the residue purified by column chromatography (silica gel, hexane/ethyl acetate 2:1) to yield the title compound (26 mg, 27% yield). The reactants are ClCCl, CCOC(C)=O, [Na+], [Na+], O, CCCc1c(Cc2ccc(-c3ccccc3-c3noc(=O)[nH]3)cc2)c(=O)n(C2CCC(OCC(O)C(C)C)CC2)c2ccnn12, O=S([O-])([O-])=S. Product: CCCc1c(Cc2ccc(-c3ccccc3-c3noc(=O)[nH]3)cc2)c(=O)n(C2CCC(OCC(=O)C(C)C)CC2)c2ccnn12. RXN SMILES: [CH2:60]([Cl:61])[Cl:62].[CH3:46][CH2:47][O:48][C:49](=[O:50])[CH3:51].[Na+:58].[Na+:59].[OH2:52].[OH:1][CH:2]([CH2:3][O:4][CH:5]1[CH2:6][CH2:7][CH:8]([n:11]2[c:12]3[n:13]([c:14]([CH2:37][CH2:38][CH3:39])[c:15]([CH2:18][c:19]4[cH:20][cH:21][c:22](-[c:25]5[c:26](-[c:31]6[n:32][o:33][c:34](=[O:36])[nH:35]6)[cH:27][cH:28][cH:29][cH:30]5)[cH:23][cH:24]4)[c:16]2=[O:17])[n:40][cH:41][cH:42]3)[CH2:9][CH2:10]1)[CH:43]([CH3:44])[CH3:45].[S:53]([O-:54])([O-:55])(=[O:56])=[S:57]>>[O:1]=[C:2]([CH2:3][O:4][CH:5]1[CH2:6][CH2:7][CH:8]([n:11]2[c:12]3[n:13]([c:14]([CH2:37][CH2:38][CH3:39])[c:15]([CH2:18][c:19]4[cH:20][cH:21][c:22](-[c:25]5[c:26](-[c:31]6[n:32][o:33][c:34](=[O:36])[nH:35]6)[cH:27][cH:28][cH:29][cH:30]5)[cH:23][cH:24]4)[c:16]2=[O:17])[n:40][cH:41][cH:42]3)[CH2:9][CH2:10]1)[CH:43]([CH3:44])[CH3:45]. The reactants are BrCCOc1ccccc1, O=C([O-])[O-], CCO, [K+], [K+], OCCNCCO. Yields the product OCCN(CCO)CCOc1ccccc1. Reaction SMILES: [Br:8][CH2:9][CH2:10][O:11][c:12]1[cH:13][cH:14][cH:15][cH:16][cH:17]1.[C:18](=[O:19])([O-:20])[O-:21].[CH3:24][CH2:25][OH:26].[K+:22].[K+:23].[OH:1][CH2:2][CH2:3][NH:4][CH2:5][CH2:6][OH:7]>>[OH:1][CH2:2][CH2:3][N:4]([CH2:5][CH2:6][OH:7])[CH2:9][CH2:10][O:11][c:12]1[cH:13][cH:14][cH:15][cH:16][cH:17]1.